Dataset: the Open Reaction Database (ORD), a public repository of structured organic reaction records. Task: describe an organic reaction: reactants, conditions, products, and yield The reactants are [Al+3], CC(=O)N1CCC(CN)CC1, CCOC(C)=O, [H-], [H-], [H-], [H-], [Li+], [Na+], C1CCOC1, [OH-], O. Yields the product CCN1CCC(CN)CC1. As a reaction SMILES: [Al+3:2].[C:7]([CH3:8])(=[O:9])[N:10]1[CH2:11][CH2:12][CH:13]([CH2:16][NH2:17])[CH2:14][CH2:15]1.[CH3:26][CH2:27][O:28][C:29](=[O:30])[CH3:31].[H-:1].[H-:4].[H-:5].[H-:6].[Li+:3].[Na+:20].[O:21]1[CH2:22][CH2:23][CH2:24][CH2:25]1.[OH-:19].[OH2:18]>>[CH2:7]([CH3:8])[N:10]1[CH2:11][CH2:12][CH:13]([CH2:16][NH2:17])[CH2:14][CH2:15]1. The reactants are CC(CCCC(C(=O)[O-])=O)CCC=C(C)C (3,7-Dimethyl-6octenyl-2-oxopropanoate), ( 32 ), CC(CCC(C(C(=O)[O-])=O)C)CCC=C(C)C (3,7-Dimethyl-6octenyl-2-oxobutanoate), ( 18 ), ( 100 ), ( 7 ), ( 53 ), ( 18 ), ( 14 ), CC(CCCC(C(=O)[O-])=O)CCC=C(C)C (3,7-Dimethyl-6octenyl-2-oxopropanoate), CC(CCC(C(C(=O)[O-])=O)C)CCC=C(C)C (3,7-Dimethyl-6octenyl-2-oxobutanoate), ( 51 ), ( 26 ), CC(CCCC(C(=O)[O-])=O)CCC=C(C)C (3,7-Dimethyl-6octenyl-2-oxopropanoate), ( 10 ). Yields the product CC(C(C(=O)OCCC(CCC=C(C)C)C)=O)CC (3,7-Dimethyl-6-octenyl 3-methyl-2-oxopentanoate). RXN SMILES: [CH3:1][CH:2]([CH2:11][CH2:12][CH:13]=[C:14]([CH3:16])[CH3:15])[CH2:3][CH2:4]CC(=O)C([O-])=O.CC(CCC=C(C)C)[CH2:19][CH2:20][CH:21]([CH3:27])[C:22](=[O:26])[C:23]([O-:25])=[O:24]>>[CH3:27][CH:21]([CH2:20][CH3:19])[C:22](=[O:26])[C:23]([O:25][CH2:4][CH2:3][CH:2]([CH3:1])[CH2:11][CH2:12][CH:13]=[C:14]([CH3:15])[CH3:16])=[O:24]. Procedure: MS (EI): 268 (M+, 1); 250 (1); 240 (1); 207 (1); 183 (2); 155 (2); 138 (10); 123 (14); 109 (7); 95 (18); 85 (32); 81 (26); 69 (51); 57 (100); 41 (53); 29 (18). Reactants: [Li]C(C)(C)C, C1CCOC1, Brc1ccc(OCc2ccccc2)cc1, O=C(Cl)c1cccc(F)c1F, O. The product is O=C(c1ccc(OCc2ccccc2)cc1)c1cccc(F)c1F. Reaction SMILES: [C:1]([Li:2])([CH3:3])([CH3:4])[CH3:5].[CH2:33]1[O:34][CH2:35][CH2:36][CH2:37]1.[CH2:6]([c:7]1[cH:8][cH:9][cH:10][cH:11][cH:12]1)[O:13][c:14]1[cH:15][cH:16][c:17]([Br:20])[cH:18][cH:19]1.[F:21][c:22]1[c:23]([C:24](=[O:25])[Cl:26])[cH:27][cH:28][cH:29][c:30]1[F:31].[OH2:32]>>[CH2:6]([c:7]1[cH:8][cH:9][cH:10][cH:11][cH:12]1)[O:13][c:14]1[cH:15][cH:16][c:17]([C:24]([c:23]2[c:22]([F:21])[c:30]([F:31])[cH:29][cH:28][cH:27]2)=[O:25])[cH:18][cH:19]1. The reactants are CCOC(=O)OC(C)c1cc(OC(C)=O)cc(OC(C)=O)c1, Cc1ccccc1. Yields the product C=Cc1cc(OC(C)=O)cc(OC(C)=O)c1. As a reaction SMILES: [C:1]([CH3:2])(=[O:3])[O:4][c:5]1[cH:6][c:7]([O:19][C:20]([CH3:21])=[O:22])[cH:8][c:9]([CH:11]([CH3:12])[O:13][C:14]([O:15][CH2:16][CH3:17])=[O:18])[cH:10]1.[CH3:23][c:24]1[cH:25][cH:26][cH:27][cH:28][cH:29]1>>[C:1]([CH3:2])(=[O:3])[O:4][c:5]1[cH:6][c:7]([O:19][C:20]([CH3:21])=[O:22])[cH:8][c:9]([CH:11]=[CH2:12])[cH:10]1. Reactants: propanol-(2), C(Cl)Cl (methylene chloride), C(C)OC(=O)C1C(NC2=C(C(=N1)C1=CC=CC=C1)C=C(C=C2)Cl)=O (7-chloro-2,3-dihydro-2-oxo-5-phenyl-1H-1,4-benzodiazepine-3-carboxylic acid ethyl ester), C[O-].[Na+] (sodium methylate), Cl.C(C)(C)OC(=O)C=1N(C(=C2C=C(C=CC12)Cl)C1=CC=CC=C1)CCN(CC)CC (5-chloro-2-[2-(diethylamino)ethyl]-3-phenylisoindole-1-carboxylic acid isopropyl ester hydrochloride). Solvent: C(C)(=O)O (acetic acid). Run at temperature 25 celsius, time 40 minute. The product is C(C)(C)OC(=O)C1C(NC2=C(C(=N1)C1=CC=CC=C1)C=C(C=C2)Cl)=O (7-chloro-2,3-dihydro-2-oxo-5-phenyl-1H-1,4-benzodiazepine-3-carboxylic acid isopropyl ester). RXN SMILES: C[O-].[Na+].Cl.[CH:5](OC(C1N(CCN(CC)CC)C(C2C=CC=CC=2)=C2C=1C=CC(Cl)=C2)=O)(C)C.C(Cl)Cl.[CH2:37]([O:39][C:40]([CH:42]1[N:48]=[C:47]([C:49]2[CH:54]=[CH:53][CH:52]=[CH:51][CH:50]=2)[C:46]2[CH:55]=[C:56]([Cl:59])[CH:57]=[CH:58][C:45]=2[NH:44][C:43]1=[O:60])=[O:41])[CH3:38]>C(O)(=O)C>[CH:37]([O:39][C:40]([CH:42]1[N:48]=[C:47]([C:49]2[CH:54]=[CH:53][CH:52]=[CH:51][CH:50]=2)[C:46]2[CH:55]=[C:56]([Cl:59])[CH:57]=[CH:58][C:45]=2[NH:44][C:43]1=[O:60])=[O:41])([CH3:5])[CH3:38] |f:0.1,2.3|. Procedure details: 500 Ml. of propanol-(2) are treated with 14 g. of sodium methylate; the methanol formed is removed by concentration in vacuo to half the volume and the suspension obtained is diluted with 250 ml. of methylene chloride. Then, 34.2 g. of 7-chloro-2,3-dihydro-2-oxo-5-phenyl-1H-1,4-benzodiazepine-3-carboxylic acid ethyl ester are added and the mixture is subsequently stirred at 25° C. for 40 minutes. The orange solution is made acidic with glacial acetic acid and evaporated to dryness under reduced ... The product is BrCC1=C(C=CC=2OCOC21)C(=O)OC (methyl 4-bromomethyl-1,3-benzodioxole-5-carboxylate). Solvent: C(Cl)(Cl)(Cl)Cl (carbon tetrachloride). The yield is 21.5%. Reported procedure: A mixture of methyl 4-methyl-1,3-benzodioxole-5-carboxylate (9.9 g), N-bromosuccinimide (9.6 g) in carbon tetrachloride was irradiated with a 500 W medium pressure ultraviolet lamp for six hours at reflux. The mixture was cooled to 0° C., filtered and the filtrate evaporated to give an oil which was crystallised from toluene/hexane and recrystallised from cyclohexane to give methyl 4-bromomethyl-1,3-benzodioxole-5-carboxylate (3.0 g) as a beige solid, m.p. 95°.varies.98° C. Run at temperature 0 celsius. Reaction SMILES: [CH3:1][C:2]1[C:10]2[O:9][CH2:8][O:7][C:6]=2[CH:5]=[CH:4][C:3]=1[C:11]([O:13][CH3:14])=[O:12].[Br:15]N1C(=O)CCC1=O>C(Cl)(Cl)(Cl)Cl>[Br:15][CH2:1][C:2]1[C:10]2[O:9][CH2:8][O:7][C:6]=2[CH:5]=[CH:4][C:3]=1[C:11]([O:13][CH3:14])=[O:12]. Reactants: CC1=C(C=CC=2OCOC21)C(=O)OC (methyl 4-methyl-1,3-benzodioxole-5-carboxylate), BrN1C(CCC1=O)=O (N-bromosuccinimide). The reactants are C(C=C)[C@@]1(C(N([C@@H]([C@H](C1)C1=CC(=CC(=C1)F)Cl)C1=CC=C(C=C1)Cl)[C@H](CO)CC)=O)C ((3S,5R,6S)-3-Allyl-5-(3-chloro-5-fluorophenyl)-6-(4-chlorophenyl)-1-((S)-1-hydroxybutan-2-yl)-3-methylpiperidin-2-one), C(C)S(=O)(=O)N (ethanesulfonamide). Yields the product C(C=C)[C@@]1(C(N([C@@H]([C@H](C1)C1=CC(=CC(=C1)F)Cl)C1=CC=C(C=C1)Cl)[C@H](CNS(=O)(=O)CC)CC)=O)C (N-((S)-2-((3S,5R,6S)-3-Allyl-5-(3-chloro-5-fluorophenyl)-6-(4-chlorophenyl)-3-methyl-2-oxopiperidin-1-yl)butyl)ethanesulfonamide). As a reaction SMILES: [CH2:1]([C@@:4]1([CH3:31])[CH2:9][C@H:8]([C:10]2[CH:15]=[C:14]([F:16])[CH:13]=[C:12]([Cl:17])[CH:11]=2)[C@@H:7]([C:18]2[CH:23]=[CH:22][C:21]([Cl:24])=[CH:20][CH:19]=2)[N:6]([C@@H:25]([CH2:28][CH3:29])[CH2:26]O)[C:5]1=[O:30])[CH:2]=[CH2:3].[CH2:32]([S:34]([NH2:37])(=[O:36])=[O:35])[CH3:33]>>[CH2:1]([C@@:4]1([CH3:31])[CH2:9][C@H:8]([C:10]2[CH:15]=[C:14]([F:16])[CH:13]=[C:12]([Cl:17])[CH:11]=2)[C@@H:7]([C:18]2[CH:23]=[CH:22][C:21]([Cl:24])=[CH:20][CH:19]=2)[N:6]([C@@H:25]([CH2:28][CH3:29])[CH2:26][NH:37][S:34]([CH2:32][CH3:33])(=[O:36])=[O:35])[C:5]1=[O:30])[CH:2]=[CH2:3]. Reported procedure: (3S,5R,6S)-3-allyl-5-(3-chloro-5-fluorophenyl)-6-(4-chlorophenyl)-1-((S)-1-hydroxybutan-2-yl)-3-methylpiperidin-2-one (100 mg, 0.215 mmol; Example 393, Step B) and ethanesulfonamide (70.5 mg, 0.646 mmol) were coupled by the procedure as described in Example 202, Step C to form the title compound, isolated after silica gel chromatography (4 g column; eluent 0 to 50% EtOAC/hexanes) as an off-white solid.